From a dataset of the Open Reaction Database (ORD), a public repository of structured organic reaction records. describe an organic reaction: reactants, conditions, products, and yield The reactants are Cc1nc(NCc2ccc(C(F)(F)F)cc2)ccc1Br, [Li]C(C)(C)C, [Li]C, O=CN1CCCCC1, C1CCOC1. Product: Cc1nc(NCc2ccc(C(F)(F)F)cc2)ccc1C=O. RXN SMILES: [Br:1][c:2]1[cH:3][cH:4][c:5]([NH:9][CH2:10][c:11]2[cH:12][cH:13][c:14]([C:17]([F:18])([F:19])[F:20])[cH:15][cH:16]2)[n:6][c:7]1[CH3:8].[C:23]([Li:24])([CH3:25])([CH3:26])[CH3:27].[Li:21][CH3:22].[N:28]1([CH:34]=[O:35])[CH2:29][CH2:30][CH2:31][CH2:32][CH2:33]1.[O:36]1[CH2:37][CH2:38][CH2:39][CH2:40]1>>[c:2]1([CH:34]=[O:35])[cH:3][cH:4][c:5]([NH:9][CH2:10][c:11]2[cH:12][cH:13][c:14]([C:17]([F:18])([F:19])[F:20])[cH:15][cH:16]2)[n:6][c:7]1[CH3:8].